From a dataset of the Open Reaction Database (ORD), a public repository of structured organic reaction records. describe an organic reaction: reactants, conditions, products, and yield Reactants: [Li+].[BH4-] (LiBH4), ClC1=CC=C(C=C1)C(N1CC(C1)C(C(C)(C)F)C=1C=C(C(=O)OCC)C=C(C1)F)C1=CC(=CC=C1)C#N (ethyl 3-(1-{1-[(4-chlorophenyl)(3-cyanophenyl)methyl]azetidin-3-yl}-2-fluoro-2-methylpropyl)-5-fluorobenzoate), C(Cl)Cl (CH2Cl2), O (water). Solvent: C1CCOC1 (THF), C1CCOC1 (THF). Reaction conditions: time 8 hour. The product is ClC1=CC=C(C=C1)C(C=1C=C(C#N)C=CC1)N1CC(C1)C(C(C)(C)F)C1=CC(=CC(=C1)CO)F (3-[(4-chlorophenyl)(3-{2-fluoro-1-[3-fluoro-5-(hydroxymethyl)phenyl]-2-methylpropyl}azetidin-1-yl)methyl]benzonitrile). RXN SMILES: [Cl:1][C:2]1[CH:7]=[CH:6][C:5]([CH:8]([C:30]2[CH:35]=[CH:34][CH:33]=[C:32]([C:36]#[N:37])[CH:31]=2)[N:9]2[CH2:12][CH:11]([CH:13]([C:18]3[CH:19]=[C:20]([CH:26]=[C:27]([F:29])[CH:28]=3)[C:21](OCC)=[O:22])[C:14]([F:17])([CH3:16])[CH3:15])[CH2:10]2)=[CH:4][CH:3]=1.[Li+].[BH4-].C(Cl)Cl.O>C1COCC1>[Cl:1][C:2]1[CH:3]=[CH:4][C:5]([CH:8]([N:9]2[CH2:10][CH:11]([CH:13]([C:18]3[CH:19]=[C:20]([CH2:21][OH:22])[CH:26]=[C:27]([F:29])[CH:28]=3)[C:14]([F:17])([CH3:16])[CH3:15])[CH2:12]2)[C:30]2[CH:31]=[C:32]([CH:33]=[CH:34][CH:35]=2)[C:36]#[N:37])=[CH:6][CH:7]=1 |f:1.2|. Procedure: To the mixture of 42 mg (0.08 mmol) of ethyl 3-(1-{1-[(4-chlorophenyl)(3-cyanophenyl)methyl]azetidin-3-yl}-2-fluoro-2-methylpropyl)-5-fluorobenzoate in 3 mL of THF was added 0.18 mL (0.36 mmol) of 2 M LiBH4 solution in THF and the solution was stirred overnight at rt. Then it was poured into 20 mL of CH2Cl2 and 5 mL of water. The water layer was extracted with CH2Cl2 and the combined organic layer was concentrated. The residue was purified by silica gel chromatography with hexane/ethyl acetate t... Starting materials: BrC1=CC=C(COC[C@H]2[C@H](C2)C2CCN(CC2)C2=NC=C(C=N2)CC)C=C1 (2-[4-((1R,2R)-2-{[(4-bromobenzyl)oxy]methyl}cyclopropyl)piperidin-1-yl]-5-ethyl pyrimidine), C1[C@H](C)O1 ((S)-propylene oxide). Yields the product C(C)C=1C=NC(=NC1)N1CCC(CC1)[C@@H]1[C@@H](C1)COCC1=CC=C(C=C1)C[C@H](C)O ((2S)-1-{4-[({(1R,2R)-2-[1-(5-ethylpyrimidin-2-yl)piperidin-4-yl]cyclopropyl}methoxy)methyl]phenyl}propan-2-ol). Reaction SMILES: Br[C:2]1[CH:27]=[CH:26][C:5]([CH2:6][O:7][CH2:8][C@@H:9]2[CH2:11][C@@H:10]2[CH:12]2[CH2:17][CH2:16][N:15]([C:18]3[N:23]=[CH:22][C:21]([CH2:24][CH3:25])=[CH:20][N:19]=3)[CH2:14][CH2:13]2)=[CH:4][CH:3]=1.[CH2:28]1[O:31][C@H:29]1[CH3:30]>>[CH2:24]([C:21]1[CH:20]=[N:19][C:18]([N:15]2[CH2:16][CH2:17][CH:12]([C@H:10]3[CH2:11][C@H:9]3[CH2:8][O:7][CH2:6][C:5]3[CH:26]=[CH:27][C:2]([CH2:28][C@@H:29]([OH:31])[CH3:30])=[CH:3][CH:4]=3)[CH2:13][CH2:14]2)=[N:23][CH:22]=1)[CH3:25]. Reported procedure: This compound was prepared from the product of example 54 (step A), and (S)-propylene oxide according to the procedure from example 58. MS (ESI) m/z 410 [M+H]+. GPR119 Human EC50: 1.6 nM